From a dataset of the Open Reaction Database (ORD), a public repository of structured organic reaction records. describe an organic reaction: reactants, conditions, products, and yield The reactants are C(C1=CC=CC=C1)OC(=O)C1N2C(C[C@H]2OC1=C1C(OC(C1)CI)=O)=O ((5R)-3-(5-Iodomethyl-2-oxo-dihydro-furan-3-ylidene)-7-oxo-4-oxa-1-aza-bicyclo[3.2.0]heptane-2-carboxylic acid benzyl ester), [N-]=[N+]=[N-].C(CCC)[N+](CCCC)(CCCC)CCCC (tetrabutylammonium azide). Run in O1CCCC1 (tetrahydrofuran). Run at time 30 minute. The product is C(C1=CC=CC=C1)OC(=O)C1N2C(C[C@H]2OC1=C1C(OC(C1)CN=[N+]=[N-])=O)=O ((5R)-3-(5-Azidomethyl-2-oxo-dihydro-furan-3-ylidene)-7-oxo-4-oxa-1-aza-bicyclo[3.2.0]heptane-2-carboxylic acid benzyl ester). RXN SMILES: [CH2:1]([O:8][C:9]([CH:11]1[C:17](=[C:18]2[CH2:22][CH:21]([CH2:23]I)[O:20][C:19]2=[O:25])[O:16][C@H:15]2[N:12]1[C:13](=[O:26])[CH2:14]2)=[O:10])[C:2]1[CH:7]=[CH:6][CH:5]=[CH:4][CH:3]=1.[N-:27]=[N+:28]=[N-:29].C([N+](CCCC)(CCCC)CCCC)CCC>O1CCCC1>[CH2:1]([O:8][C:9]([CH:11]1[C:17](=[C:18]2[CH2:22][CH:21]([CH2:23][N:27]=[N+:28]=[N-:29])[O:20][C:19]2=[O:25])[O:16][C@H:15]2[N:12]1[C:13](=[O:26])[CH2:14]2)=[O:10])[C:2]1[CH:7]=[CH:6][CH:5]=[CH:4][CH:3]=1 |f:1.2|. Procedure details: A mixture of the compound of Example 41 (500 mg), 50 ml of tetrahydrofuran and tetrabutylammonium azide (364 mg) is stirred at room temperature for 30 minutes. The mixture is partitioned between ethyl acetate and brine. The organic phase is separated, washed with brine, dried (MgSO4) and stripped of the solvents. The residue is subjected to chromatography over an SiO2 column using toluene/t-butyl methyl ether (12/1). The title compound is obtained as an oil, having characterization data as indic... Reactants: C(C1=CC=CC=C1)N(CC(O)C1=NN(C(=C1C)C1=CC=C(C=C1)Cl)C1=C(C=CC=C1)Cl)CCO (2-[benzyl-(2-hydroxy-ethyl)-amino]-1-[5-(4-chlorophenyl)-1-(2-chlorophenyl)-4-methyl-1H-pyrazol-3-yl]-ethanol). Solvent: Br (hydrobromic acid). Run at temperature 100 celsius. Product: C(C1=CC=CC=C1)N1CC(OCC1)C1=NN(C(=C1C)C1=CC=C(C=C1)Cl)C1=C(C=CC=C1)Cl (4-Benzyl-2-[5-(4-chlorophenyl)-1-(2-chlorophenyl)-4-methyl-1H-pyrazol-3-yl]-morpholine). As a reaction SMILES: [CH2:1]([N:8]([CH2:32][CH2:33][OH:34])[CH2:9][CH:10]([C:12]1[C:16]([CH3:17])=[C:15]([C:18]2[CH:23]=[CH:22][C:21]([Cl:24])=[CH:20][CH:19]=2)[N:14]([C:25]2[CH:30]=[CH:29][CH:28]=[CH:27][C:26]=2[Cl:31])[N:13]=1)O)[C:2]1[CH:7]=[CH:6][CH:5]=[CH:4][CH:3]=1>Br>[CH2:1]([N:8]1[CH2:32][CH2:33][O:34][CH:10]([C:12]2[C:16]([CH3:17])=[C:15]([C:18]3[CH:19]=[CH:20][C:21]([Cl:24])=[CH:22][CH:23]=3)[N:14]([C:25]3[CH:30]=[CH:29][CH:28]=[CH:27][C:26]=3[Cl:31])[N:13]=2)[CH2:9]1)[C:2]1[CH:3]=[CH:4][CH:5]=[CH:6][CH:7]=1. Procedure details: The suspension of 2-[benzyl-(2-hydroxy-ethyl)-amino]-1-[5-(4-chlorophenyl)-1-(2-chlorophenyl)-4-methyl-1H-pyrazol-3-yl]-ethanol 2A-3 (150 mg, 0.3 mmol) in 48% hydrobromic acid (0.3 ml) was heated to 100° C. for 2 hours. After the reaction was complete, the reaction mixture was cooled to room temperature and partitioned with ethyl acetate and saturated NaHCO3. The organic layer was washed with brine, dried over sodium sulfate and concentrated in vacuo. The residue was purified by chromatography (...